From a dataset of the Open Reaction Database (ORD), a public repository of structured organic reaction records. describe an organic reaction: reactants, conditions, products, and yield The reactants are [N+](=O)([O-])C=1C=CC(=NC1)OC=1C=C2CCC(OC2=CC1)C1=CC=CC=C1 (5-Nitro-2-(2-phenylchroman-6-yloxy)pyridine), OC1=CC=C2C(CC(OC2=C1)C1=CC=CC=C1)=O (7-hydroxyflavanone). Product: [N+](=O)([O-])C=1C=CC(=NC1)OC1=CC=C2C(CC(OC2=C1)C1=CC=CC=C1)=O (7-(5-Nitropyridin-2-yloxy)-2-phenylchroman-4-one). RXN SMILES: [N+:1]([C:4]1[CH:5]=[CH:6][C:7](OC2C=C3C(=CC=2)OC(C2C=CC=CC=2)CC3)=[N:8][CH:9]=1)([O-:3])=[O:2].[OH:27][C:28]1[CH:37]=[C:36]2[C:31]([C:32](=[O:44])[CH2:33][CH:34]([C:38]3[CH:43]=[CH:42][CH:41]=[CH:40][CH:39]=3)[O:35]2)=[CH:30][CH:29]=1>>[N+:1]([C:4]1[CH:5]=[CH:6][C:7]([O:27][C:28]2[CH:37]=[C:36]3[C:31]([C:32](=[O:44])[CH2:33][CH:34]([C:38]4[CH:43]=[CH:42][CH:41]=[CH:40][CH:39]=4)[O:35]3)=[CH:30][CH:29]=2)=[N:8][CH:9]=1)([O-:3])=[O:2]. Reported procedure: 7-(5-Nitropyridin-2-yloxy)-2-phenylchroman-4-one was prepared as described for 5-Nitro-2-(2-phenylchroman-6-yloxy)pyridine in Example 1(b) using 150 mg of 7-hydroxyflavanone. 1H NMR (400 MHz, d6-DMSO) δ: 9.07 (d, 1H, J 2.8 Hz), 8.67 (dd, 1H, J 9.0, 2.8 Hz), 7.89 (d, 1H, 8.6 Hz), 7.60-7.35 (m, 6H), 7.04 (d, 1H, 2.1 Hz), 6.97 (dd, 1 H, 8.6, 2.1 HZ), 5.75 (dd, 1H, J 13.0, 2.7 Hz), 3.32 (dd, 1H, 16.9, 13.0 Hz), 2.85 (d, −16.9, 2.7 Hz).